Dataset: the Open Reaction Database (ORD), a public repository of structured organic reaction records. Task: describe an organic reaction: reactants, conditions, products, and yield Starting materials: C(C)(C)N1CCN(CC1)C=1SC=C(N1)[Sn](CCCC)(CCCC)CCCC (2-(4-isopropylpiperazin-1-yl)-4-(tributylstannyl)thiazole), BrC=1SC2=C(N1)C=C(C(=C2C2=CC=C(C=C2)Cl)[C@@H](C(=O)OC)OC(C)(C)C)C ((S)-methyl 2-(2-bromo-7-(4-chlorophenyl)-5-methylbenzo[d]thiazol-6-yl)-2-tert-butoxyacetate), O1CCOCC1 (dioxane). The reagents and catalysts are C=1C=CC(=CC1)[P](C=2C=CC=CC2)(C=3C=CC=CC3)[Pd]([P](C=4C=CC=CC4)(C=5C=CC=CC5)C=6C=CC=CC6)([P](C=7C=CC=CC7)(C=8C=CC=CC8)C=9C=CC=CC9)[P](C=1C=CC=CC1)(C=1C=CC=CC1)C=1C=CC=CC1 (Pd(PPh3)4), [Cu]I (CuI). The solvent is C(C)(=O)OCC (ethyl acetate), [F-].[Na+] (NaF). Run at temperature 110 celsius, time 30 minute. Yields the product C(C)(C)(C)O[C@H](C(=O)OC)C1=C(C2=C(N=C(S2)C=2N=C(SC2)N2CCN(CC2)C(C)C)C=C1C)C1=CC=C(C=C1)Cl ((S)-methyl 2-tert-butoxy-2-(7-(4-chlorophenyl)-2-(2-(4-isopropylpiperazin-1-yl)thiazol-4-yl)-5-methylbenzo[d]thiazol-6-yl)acetate). RXN SMILES: [CH:1]([N:4]1[CH2:9][CH2:8][N:7]([C:10]2[S:11][CH:12]=[C:13]([Sn](CCCC)(CCCC)CCCC)[N:14]=2)[CH2:6][CH2:5]1)([CH3:3])[CH3:2].Br[C:29]1[S:30][C:31]2[C:37]([C:38]3[CH:43]=[CH:42][C:41]([Cl:44])=[CH:40][CH:39]=3)=[C:36]([C@H:45]([O:50][C:51]([CH3:54])([CH3:53])[CH3:52])[C:46]([O:48][CH3:49])=[O:47])[C:35]([CH3:55])=[CH:34][C:32]=2[N:33]=1.O1CCOCC1>C(OCC)(=O)C.[F-].[Na+].C1C=CC([P]([Pd]([P](C2C=CC=CC=2)(C2C=CC=CC=2)C2C=CC=CC=2)([P](C2C=CC=CC=2)(C2C=CC=CC=2)C2C=CC=CC=2)[P](C2C=CC=CC=2)(C2C=CC=CC=2)C2C=CC=CC=2)(C2C=CC=CC=2)C2C=CC=CC=2)=CC=1.[Cu]I>[C:51]([O:50][C@@H:45]([C:36]1[C:35]([CH3:55])=[CH:34][C:32]2[N:33]=[C:29]([C:13]3[N:14]=[C:10]([N:7]4[CH2:6][CH2:5][N:4]([CH:1]([CH3:2])[CH3:3])[CH2:9][CH2:8]4)[S:11][CH:12]=3)[S:30][C:31]=2[C:37]=1[C:38]1[CH:39]=[CH:40][C:41]([Cl:44])=[CH:42][CH:43]=1)[C:46]([O:48][CH3:49])=[O:47])([CH3:54])([CH3:52])[CH3:53] |f:4.5,^1:73,75,94,113|. Procedure details: A 5 mL microwave reaction tube was charged with 2-(4-isopropylpiperazin-1-yl)-4-(tributylstannyl)thiazole (33 mg, 0.066 mmol), (S)-methyl 2-(2-bromo-7-(4-chlorophenyl)-5-methylbenzo[d]thiazol-6-yl)-2-tert-butoxyacetate (40 mg, 1.2 eq.), Pd(PPh3)4 (15 mg, 15 mol %), CuI (5 mg, 30 mol %) and dioxane (1 mL). The reaction was heated to 110° C. in oil bath for 1 hour. Reaction mixture was diluted with ethyl acetate and saturated NaF aqueous solution was added and stirred for 30 minutes. Extracted wit... The reactants are COC=1C=C(C(=O)N2CCC(C3=CC=CC=C23)O)C=CC1OC (1-(3,4-Dimethoxybenzoyl)-1,2,3,4-tetrahydro-4-quinolinol), N1CCCC2=CC=CC=C12 (1,2,3,4-tetrahydroquinoline), C([O-])([O-])=O.[Ba+2] (barium carbonate), I[Si](C)(C)C (iodotrimethylsilane). Solvent: C(Cl)(Cl)Cl (chloroform). Run at time 2 hour. Yields the product N1(CCCC2CC=CC=C12)C1CCN(C2=CC=CC=C12)C(C1=CC(=C(C=C1)OC)OC)=O (4-(tetrahydroquinolin-1-yl)-1-(3,4-dimethoxybenzoyl)-1,2,3,4-tetrahydro-quinoline). Yield: 36.7%. Reaction SMILES: [CH3:1][O:2][C:3]1[CH:4]=[C:5]([CH:19]=[CH:20][C:21]=1[O:22][CH3:23])[C:6]([N:8]1[C:17]2[C:12](=[CH:13][CH:14]=[CH:15][CH:16]=2)[CH:11](O)[CH2:10][CH2:9]1)=[O:7].I[Si](C)(C)C.[NH:29]1[C:38]2[C:33](=[CH:34][CH:35]=[CH:36][CH:37]=2)[CH2:32][CH2:31][CH2:30]1.C(=O)([O-])[O-].[Ba+2]>C(Cl)(Cl)Cl>[N:29]1([CH:11]2[C:12]3[C:17](=[CH:16][CH:15]=[CH:14][CH:13]=3)[N:8]([C:6](=[O:7])[C:5]3[CH:19]=[CH:20][C:21]([O:22][CH3:23])=[C:3]([O:2][CH3:1])[CH:4]=3)[CH2:9][CH2:10]2)[C:38]2[CH:33]([CH2:34][CH:35]=[CH:36][CH:37]=2)[CH2:32][CH2:31][CH2:30]1 |f:3.4|. Reported procedure: 1-(3,4-Dimethoxybenzoyl)-1,2,3,4-tetrahydro-4-quinolinol (400 mg, 1.28 mmol) prepared in Reference Example 2 was dissolved in chloroform (10 ml), to which iodotrimethylsilane (638 mg, 3.19 mmol) was then added on ice and stirred for 2 hours. After the reaction mixture was concentrated, the residue was dissolved in THF (10 ml) and mixed with 1,2,3,4-tetrahydroquinoline (511 mg, 3.84 mmol) and barium carbonate (505 mg, 2.56 mmol), followed by stirring at room temperature for 48 hours. After the re... Reactants: mixture, [N+](=O)(O)[O-] (nitric acid), C-8. 8-n-Butyl-6-nitro-2-(4-pyridinyl)pyrido[2,3-d]pyrimidin-5(8H)-one, S(O)(O)(=O)=O (sulfuric acid), C(CCC)N1C=CC(C2=C1N=C(N=C2)C2=CC=NC=C2)=O (8-n-butyl-2-(4-pyridinyl)pyrido[2,3-d]pyrimidin-5(8H)-one), S(O)(O)(=O)=O (sulfuric acid), [OH-].[NH4+] (ammonium hydroxide). Run in O (water). Conditions: temperature 30 celsius, time 1 hour. Yields the product C(CCC)N1C=C(C(C2=C1N=C(N=C2)C2=CC=NC=C2)=O)[N+](=O)[O-] (8-n-butyl-6-nitro-2-(4-pyridinyl)pyrido[2,3-d]pyrimidin-5(8H)-one). RXN SMILES: S(=O)(=O)(O)O.[N+:6]([O-:9])(O)=[O:7].[CH2:10]([N:14]1[C:19]2[N:20]=[C:21]([C:24]3[CH:29]=[CH:28][N:27]=[CH:26][CH:25]=3)[N:22]=[CH:23][C:18]=2[C:17](=[O:30])[CH:16]=[CH:15]1)[CH2:11][CH2:12][CH3:13].[OH-].[NH4+]>O>[CH2:10]([N:14]1[C:19]2[N:20]=[C:21]([C:24]3[CH:25]=[CH:26][N:27]=[CH:28][CH:29]=3)[N:22]=[CH:23][C:18]=2[C:17](=[O:30])[C:16]([N+:6]([O-:9])=[O:7])=[CH:15]1)[CH2:11][CH2:12][CH3:13] |f:3.4|. Reported procedure: C-8. 8-n-Butyl-6-nitro-2-(4-pyridinyl)pyrido[2,3-d]pyrimidin-5(8H)-one--To 7.2 g of concentrated sulfuric acid was added, with stirring and cooling keeping the temperature below 30° C., 10.8 ml of fuming sulfuric acid. To the resulting mixture was added 6.0 ml of fuming nitric acid with stirring, and cooling as necessary to keep the temperature below 30° C. To the stirred mixture of acids at room temperature was added 6.6 g of 8-n-butyl-2-(4-pyridinyl)pyrido[2,3-d]pyrimidin-5(8H)-one. The reacti... Reactants: C(C1=CC=CC=C1)(=O)C1=C(C=CC(=C1)Cl)N1N=C(N=C1CN(C)C)COC(C)=O ([[1-(2-benzoyl-4-chlorophenyl)-5-[(dimethylamino)-methyl]-1H-1,2,4-triazol-3-yl]-methyl]-acetate), [OH-].[Na+] (sodium hydroxide). The solvent is CO (methanol), O (water). Reaction conditions: time 1 hour. The product is C(C1=CC=CC=C1)(=O)C1=C(C=CC(=C1)Cl)N1N=C(N=C1CN(C)C)CO (1-(2-benzoyl-4-chlorophenyl)-5-[(dimethylamino)-methyl]-1H-1,2,4-triazole-3-methanol). Reaction SMILES: [OH-].[Na+].[C:3]([C:11]1[CH:16]=[C:15]([Cl:17])[CH:14]=[CH:13][C:12]=1[N:18]1[C:22]([CH2:23][N:24]([CH3:26])[CH3:25])=[N:21][C:20]([CH2:27][O:28]C(=O)C)=[N:19]1)(=[O:10])[C:4]1[CH:9]=[CH:8][CH:7]=[CH:6][CH:5]=1>CO.O>[C:3]([C:11]1[CH:16]=[C:15]([Cl:17])[CH:14]=[CH:13][C:12]=1[N:18]1[C:22]([CH2:23][N:24]([CH3:25])[CH3:26])=[N:21][C:20]([CH2:27][OH:28])=[N:19]1)(=[O:10])[C:4]1[CH:5]=[CH:6][CH:7]=[CH:8][CH:9]=1 |f:0.1|. Reported procedure: 60 ml of 1 N sodium hydroxide solution (0.060 mole) is added at room temperature, with stirring, to a solution of 8.26 g (about 0.020 mole) of crude [[1-(2-benzoyl-4-chlorophenyl)-5-[(dimethylamino)-methyl]-1H-1,2,4-triazol-3-yl]-methyl]-acetate (see Example 20) in 250 ml of methanol and 115 ml of water. The temperature of the reaction solution rises to 33°. The reaction mixture is stirred for one hour at room temperature, and is subsequently concentrated in vacuo. Water is added to the residue,...